The task is: describe an organic reaction: reactants, conditions, products, and yield. This data is from the Open Reaction Database (ORD), a public repository of structured organic reaction records. Starting materials: OC1=CC(=CC=2N(C(=NC21)C)C)C(=O)N(C)C (4-hydroxy-N,N,1,2-tetramethyl-1H-benzimidazole-6-carboxamide), ClC1CCOC2=CC=CC(=C12)C (4-Chloro-5-methylchromane). Product: CN(C(=O)C=1C=C(C2=C(N(C(=N2)C)C)C1)OC1CCOC2=CC=CC(=C12)C)C (N,N,1,2-Tetramethyl-4-[(5-methyl-3,4-dihydro-2H-chromen-4-yl)oxy]-1H-benzimidazole-6-carboxamide). Yield: 50.0%. As a reaction SMILES: [OH:1][C:2]1[C:10]2[N:9]=[C:8]([CH3:11])[N:7]([CH3:12])[C:6]=2[CH:5]=[C:4]([C:13]([N:15]([CH3:17])[CH3:16])=[O:14])[CH:3]=1.Cl[CH:19]1[C:28]2[C:23](=[CH:24][CH:25]=[CH:26][C:27]=2[CH3:29])[O:22][CH2:21][CH2:20]1>>[CH3:17][N:15]([CH3:16])[C:13]([C:4]1[CH:3]=[C:2]([O:1][CH:19]2[C:28]3[C:23](=[CH:24][CH:25]=[CH:26][C:27]=3[CH3:29])[O:22][CH2:21][CH2:20]2)[C:10]2[N:9]=[C:8]([CH3:11])[N:7]([CH3:12])[C:6]=2[CH:5]=1)=[O:14]. Reported procedure: The title compound was prepared as a white solid in 50% yield (116 mg) from 4-hydroxy-N,N,1,2-tetramethyl-1H-benzimidazole-6-carboxamide (100 mg, 0.61 mmol, WO 2004054984) and 4-chloro-5-methylchromane (191 mg, 1.0 mmol, STEP 2) by the same manner in STEP 1 of Example 1: